Dataset: the Open Reaction Database (ORD), a public repository of structured organic reaction records. Task: describe an organic reaction: reactants, conditions, products, and yield Reactants: C(C)(=O)O (acetic acid), C1(=CC=CC=C1)NN (phenylhydrazine), C1(=CC=CC=C1)NN=C(C)OC (N--phenyl--N'--(1-methoxyethylidene)hydrazine), [O-]C#N.[Na+] (sodium cyanate), ice water. The solvent is O (water), CO (methanol). The product is CC1=NN(C(N1)=O)C1=CC=CC=C1 (4,5-dihydro-3-methyl-1-phenyl-1,2,4-triazol-5(1 H)-one). As a reaction SMILES: C1(NN)C=CC=CC=1.[C:9]1([NH:15][N:16]=[C:17](OC)[CH3:18])[CH:14]=[CH:13][CH:12]=[CH:11][CH:10]=1.[O-:21][C:22]#[N:23].[Na+].C(O)(=O)C>CO.O>[CH3:18][C:17]1[NH:23][C:22](=[O:21])[N:15]([C:9]2[CH:10]=[CH:11][CH:12]=[CH:13][CH:14]=2)[N:16]=1 |f:2.3|. Reported procedure: A stirred solution of 2.0 grams (0.019 mole) of phenylhydrazine and 2.7 grams (0.022 mole-1.2 eq.) of TMOA in 20 mL of methanol is heated at reflux for about 1.5 hours, until the reaction to the intermediate N--phenyl--N'--(1-methoxyethylidene)hydrazine is complete. The progress of the reaction is monitored by gas chromatography (GC). After this time, the reaction mixture is cooled in an ice-water bath (0° C.) and 1.5 grams (0.022 mole-1.2 eq.) of sodium cyanate is added. Upon completion of addi... The reactants are C(C)N(C(CNC)=O)CC (N,N-diethyl-2-methylamino-acetamide), C(C)(=O)NC=1SC(=CN1)S(=O)(=O)Cl (2-acetylamino-thiazole-5-sulfonyl chloride), CCN(C(C)C)C(C)C (DIPEA). Run in C(Cl)Cl (DCM), C(Cl)Cl (DCM). Yields the product C(C)(=O)NC=1SC(=CN1)S(=O)(=O)N(CC(=O)N(CC)CC)C (2-[(2-acetylamino-thiazole-5-sulfonyl)-methyl-amino]-N,N-diethyl-acetamide). Yield: 59.0%. As a reaction SMILES: [CH2:1]([N:3]([CH2:9][CH3:10])[C:4](=[O:8])[CH2:5][NH:6][CH3:7])[CH3:2].[C:11]([NH:14][C:15]1[S:16][C:17]([S:20](Cl)(=[O:22])=[O:21])=[CH:18][N:19]=1)(=[O:13])[CH3:12].CCN(C(C)C)C(C)C>C(Cl)Cl>[C:11]([NH:14][C:15]1[S:16][C:17]([S:20]([N:6]([CH3:7])[CH2:5][C:4]([N:3]([CH2:9][CH3:10])[CH2:1][CH3:2])=[O:8])(=[O:21])=[O:22])=[CH:18][N:19]=1)(=[O:13])[CH3:12]. Procedure details: A mixture of N,N-diethyl-2-methylamino-acetamide (12 mmol), 2-acetylamino-thiazole-5-sulfonyl chloride (12 mmol) (prepared as described in J. Am. Chem. Soc 69, 2063, 1947), DIPEA (15 mmol) in DCM (50 mL) was stirred at room temperature over night. The reaction mixture was diluted with DCM (50 mL) washed with 10% aq NaHSO4, water and brine, dried and concentrated to give 2-[(2-acetylamino-thiazole-5-sulfonyl)-methyl-amino]-N,N-diethyl-acetamide (59%) as pale yellow crystals. This was suspended in... Starting materials: C(CCC)OC=1C(C(C1NC(C(C)(C)C)C)=O)=O (3-butoxy-4-(1,2,2-trimethyl-propylamino)-cyclobut-3-ene-1,2-dione), ClC1=C(CN)C=CC(=C1)Cl (2,4-dichlorobenzylamine). The solvent is O1CCCC1 (Tetrahydrofuran). Product: ClC1=C(CNC=2C(C(C2NC(C(C)(C)C)C)=O)=O)C=CC(=C1)Cl (3-(2,4-Dichlorobenzylamino)-4-(1,2,2-trimethylproylamino)-cyclobut-3-ene-1,2-dione). The yield is 28.8%. Reaction SMILES: C(O[C:6]1[C:7](=[O:18])[C:8](=[O:17])[C:9]=1[NH:10][CH:11]([CH3:16])[C:12]([CH3:15])([CH3:14])[CH3:13])CCC.[Cl:19][C:20]1[CH:27]=[C:26]([Cl:28])[CH:25]=[CH:24][C:21]=1[CH2:22][NH2:23]>O1CCCC1>[Cl:19][C:20]1[CH:27]=[C:26]([Cl:28])[CH:25]=[CH:24][C:21]=1[CH2:22][NH:23][C:6]1[C:7](=[O:18])[C:8](=[O:17])[C:9]=1[NH:10][CH:11]([CH3:16])[C:12]([CH3:13])([CH3:14])[CH3:15]. Reported procedure: Tetrahydrofuran (10 mL), 3-butoxy-4-(1,2,2-trimethyl-propylamino)-cyclobut-3-ene-1,2-dione (1.01 g, 3.99 mmol, Example 1) and 2,4-dichlorobenzylamine (0.70 g, 4.0 mmol) were stirred together at room temperature for 14 hours. Following removal of solvent, the residue was triturated with diethyl ether and dried. The off-white solid product was recrystallized twice from nitromethane to yield 0.408 g (29%) of the title compound as a white solid: mp 234°-235° C.; 1H NMR: (DMSO-d6): δ 7.67 (m, br, 1H)... Starting materials: BrBr (bromine), ClC1=CC=C(C=C1)CC(=O)O (4-chlorophenylacetic acid), red phosphorus, C(C)O (Ethyl alcohol), BrBr (bromine). Solvent: O (water). Conditions: time 8 hour. Yields the product BrC(C(=O)OCC)C1=CC=C(C=C1)Cl (ethyl α-bromo-4-chlorophenylacetate). Yield: 65.0%. As a reaction SMILES: [Cl:1][C:2]1[CH:7]=[CH:6][C:5]([CH2:8][C:9]([OH:11])=[O:10])=[CH:4][CH:3]=1.[Br:12]Br.[CH2:14](O)[CH3:15]>O>[Br:12][CH:8]([C:5]1[CH:4]=[CH:3][C:2]([Cl:1])=[CH:7][CH:6]=1)[C:9]([O:11][CH2:14][CH3:15])=[O:10]. Reported procedure: A mixture of 4-chlorophenylacetic acid (34 g) and red phosphorus (1.5 g) was stirred under an atmosphere of nitrogen and dry bromine (20 g) was carefully added over a period of 30 minutes. The reaction mixture was heated to a temperature of 100° C. and dry bromine (32 g) was carefully added over a period of 45 minutes. The mixture was then heated under reflux for 3 hours and cooled. Ethyl alcohol (100 ml) was added to the reaction mixture and the mixture allowed to stand overnight. The ethanolic... The reactants are BrC1=CC=C(C=C1)N1C(COCC1)=O (4-(4-Bromophenyl)-3-morpholinone), B1(OC(C(O1)(C)C)(C)C)B2OC(C(O2)(C)C)(C)C (bis(pinacolato)diboron), C(C)(=O)[O-].[K+] (potassium acetate), Cl.N12C[C@@H](C(CC1)CC2)NC(=O)C=2OC1=C(C2)C=CC=C1Br (N-[(3R)-1-azabicyclo[2.2.2]oct-3-yl]-7-bromo-1-benzofuran-2-carboxamide hydrochloride), C([O-])([O-])=O.[Na+].[Na+] (sodium carbonate). The reagents and catalysts are C1=CC=C(C=C1)P([C-]2C=CC=C2)C3=CC=CC=C3.C1=CC=C(C=C1)P([C-]2C=CC=C2)C3=CC=CC=C3.Cl[Pd]Cl.[Fe+2] (PdCl2(dppf)), C1=CC=C(C=C1)P([C-]2C=CC=C2)C3=CC=CC=C3.C1=CC=C(C=C1)P([C-]2C=CC=C2)C3=CC=CC=C3.Cl[Pd]Cl.[Fe+2] (PdCl2(dppf)). Run in CN(C)C=O (DMF). Product: Cl.N12C[C@@H](C(CC1)CC2)NC(=O)C=2OC1=C(C2)C=CC=C1C1=CC=C(C=C1)N1C(COCC1)=O (N-[(3R)-1-Azabicyclo[2.2.2]oct-3-yl]-7-[4-(3-oxo-4-morpholinyl)phenyl]-1-benzofuran-2-carboxamide hydrochloride). RXN SMILES: Br[C:2]1[CH:7]=[CH:6][C:5]([N:8]2[CH2:13][CH2:12][O:11][CH2:10][C:9]2=[O:14])=[CH:4][CH:3]=1.B1(B2OC(C)(C)C(C)(C)O2)OC(C)(C)C(C)(C)O1.C([O-])(=O)C.[K+].[ClH:38].[N:39]12[CH2:46][CH2:45][CH:42]([CH2:43][CH2:44]1)[C@@H:41]([NH:47][C:48]([C:50]1[O:51][C:52]3[C:58](Br)=[CH:57][CH:56]=[CH:55][C:53]=3[CH:54]=1)=[O:49])[CH2:40]2.C(=O)([O-])[O-].[Na+].[Na+]>CN(C=O)C.C1C=CC(P(C2C=CC=CC=2)[C-]2C=CC=C2)=CC=1.C1C=CC(P(C2C=CC=CC=2)[C-]2C=CC=C2)=CC=1.Cl[Pd]Cl.[Fe+2]>[ClH:38].[N:39]12[CH2:44][CH2:43][CH:42]([CH2:45][CH2:46]1)[C@@H:41]([NH:47][C:48]([C:50]1[O:51][C:52]3[C:58]([C:2]4[CH:7]=[CH:6][C:5]([N:8]5[CH2:13][CH2:12][O:11][CH2:10][C:9]5=[O:14])=[CH:4][CH:3]=4)=[CH:57][CH:56]=[CH:55][C:53]=3[CH:54]=1)=[O:49])[CH2:40]2 |f:2.3,4.5,6.7.8,10.11.12.13,14.15|. Procedure details: 205.4 mg (0.70 mmol) of 4-(4-bromophenyl)-3-morpholinone (Example 16A), 204.4 mg (0.81 mmol) of bis(pinacolato)diboron, 171.2 mg (1.74 mmol) of potassium acetate, 19.6 mg (0.03 mmol) of PdCl2(dppf), 207 mg (0.54 mmol) of N-[(3R)-1-azabicyclo[2.2.2]oct-3-yl]-7-bromo-1-benzofuran-2-carboxamide hydrochloride (Example 30A), 1.34 ml of 2 M sodium carbonate solution and a further 19.6 mg (0.03 mmol) of PdCl2(dppf) in 2 ml of DMF are reacted by general method D. Drying under high vacuum results in 233 ... Reactants: CC#N, COC(=O)c1nc(-c2ccc3c(c2)NCCC3)ccc1-c1ccccc1, O=C(Nc1nc2ccccc2s1)Oc1ccc([N+](=O)[O-])cc1. Product: COC(=O)c1nc(-c2ccc3c(c2)N(C(=O)Nc2nc4ccccc4s2)CCC3)ccc1-c1ccccc1. Reaction SMILES: [CH3:49][C:50]#[N:51].[c:1]1(-[c:7]2[c:8]([C:23](=[O:24])[O:25][CH3:26])[n:9][c:10](-[c:13]3[cH:14][cH:15][c:16]4[c:21]([cH:22]3)[NH:20][CH2:19][CH2:18][CH2:17]4)[cH:11][cH:12]2)[cH:2][cH:3][cH:4][cH:5][cH:6]1.[s:27]1[c:28]([NH:36][C:37]([O:38][c:40]2[cH:41][cH:42][c:43]([N+:44]([O-:45])=[O:46])[cH:47][cH:48]2)=[O:39])[n:29][c:30]2[c:31]1[cH:32][cH:33][cH:34][cH:35]2>>[c:1]1(-[c:7]2[c:8]([C:23](=[O:24])[O:25][CH3:26])[n:9][c:10](-[c:13]3[cH:14][cH:15][c:16]4[c:21]([cH:22]3)[N:20]([C:37]([NH:36][c:28]3[s:27][c:31]5[c:30]([n:29]3)[cH:35][cH:34][cH:33][cH:32]5)=[O:38])[CH2:19][CH2:18][CH2:17]4)[cH:11][cH:12]2)[cH:2][cH:3][cH:4][cH:5][cH:6]1.